From a dataset of the Open Reaction Database (ORD), a public repository of structured organic reaction records. describe an organic reaction: reactants, conditions, products, and yield Reactants: [Na] (sodium), ON1C(C2C(C1=O)CCC=C2)=O (N-hydroxytetrahydrophthalimide), C(C)Cl (ethyl chloride), C(C)Cl (ethyl chloride). Run at temperature 100 celsius, time 5 hour. Yields the product C(C)ON1C(C2C(C1=O)CCC=C2)=O (N-ethoxytetrahydrophthalimide). Yield: 84.1%. As a reaction SMILES: [Na].[OH:2][N:3]1[C:7](=[O:8])[CH:6]2[CH2:9][CH2:10][CH:11]=[CH:12][CH:5]2[C:4]1=[O:13].[CH2:14](Cl)[CH3:15]>>[CH2:14]([O:2][N:3]1[C:4](=[O:13])[CH:5]2[CH2:12][CH2:11][CH:10]=[CH:9][CH:6]2[C:7]1=[O:8])[CH3:15] |^1:0|. Reported procedure: In an autoclave 60 g of a 20 wt % solution of the sodium salt of N-hydroxytetrahydrophthalimide (0.063 mol) and 5.0 g (0.078 mol) of ethyl chloride were mixed together. The mixture was heated to 100° C. After reaching this temperature the mixture was stirred for a further 5 hours while the temperature was maintained at 100° C. After 5 hours' reaction the excess ethyl chloride was blown out and the reaction mixture was discharged. The reaction product was extracted from the mixture with toluene. ... The reactants are CCOC(=O)Cc1nc(NC(=O)OC(C)(C)C)cs1, C1COCCO1, O, O=[Se]=O. Product: CCOC(=O)C(=O)c1nc(NC(=O)OC(C)(C)C)cs1. Reaction SMILES: [C:1]([CH3:2])([CH3:3])([CH3:4])[O:5][C:6](=[O:7])[NH:8][c:9]1[n:10][c:11]([CH2:14][C:15](=[O:16])[O:17][CH2:18][CH3:19])[s:12][cH:13]1.[O:23]1[CH2:24][CH2:25][O:26][CH2:27][CH2:28]1.[OH2:29].[Se:20](=[O:21])=[O:22]>>[C:1]([CH3:2])([CH3:3])([CH3:4])[O:5][C:6](=[O:7])[NH:8][c:9]1[n:10][c:11]([C:14]([C:15](=[O:16])[O:17][CH2:18][CH3:19])=[O:21])[s:12][cH:13]1. Reactants: ClC=1N=NC(=C(C1CC)C)Cl (3,6-Dichloro-4-ethyl-5-methylpyridazine), O.NN (hydrazine monohydrate). The solvent is O1CCOCC1 (dioxane). Run at time 1 hour. Yields the product ClC1=C(C(=C(N=N1)NN)C)CC ((6-chloro-5-ethyl-4-methylpyridazin-3-yl)hydrazine). Reaction SMILES: [Cl:1][C:2]1[N:3]=[N:4][C:5](Cl)=[C:6]([CH3:10])[C:7]=1[CH2:8][CH3:9].O.[NH2:13][NH2:14]>O1CCOCC1>[Cl:1][C:2]1[N:3]=[N:4][C:5]([NH:13][NH2:14])=[C:6]([CH3:10])[C:7]=1[CH2:8][CH3:9] |f:1.2|. Procedure: 3,6-Dichloro-4-ethyl-5-methylpyridazine (W4.007; 1 g) was initially charged in dioxane (8 ml) with addition of hydrazine monohydrate (2 ml) in a microwave vessel at RT. Thereafter, the reaction mixture was kept at 140° C. in the microwave for 1 h. In the course of standing overnight, a solid precipitated out, which was filtered off with suction, washed and dried. 345 mg of (6-chloro-5-ethyl-4-methylpyridazin-3-yl)hydrazine were obtained as the free base. Reactants: N(=NC(C#N)(C)C)C(C#N)(C)C (2,2′-azobisisobutyronitrile), C(CC)C=1C(=O)NC(C1)=O (Propyl maleimide), C12C(CC(C=C1)C2)C(=O)OC(C)(C)C (t-butyl 5-norbornene-2-carboxylate), C12C(CC(C=C1)C2)C(=O)OCCCO (3-hydroxypropyl 5-norbornene-2-carboxylate), resultant solution. The solvent is O1CCCC1 (tetrahydrofuran). Product: C(CC)C=1C(=O)NC(C1)=O.C12C(CC(C=C1)C2)C(=O)OC(C)(C)C.C12C(CC(C=C1)C2)C(=O)OCCCO (propyl maleimide t-butyl 5-norbornene-2-carboxylate 3-hydroxypropyl 5-norbornene-2-carboxylate). Yield: 82.0%. As a reaction SMILES: [CH2:1]([C:4]1[C:5]([NH:7][C:8](=[O:10])[CH:9]=1)=[O:6])[CH2:2][CH3:3].[CH:11]12[CH2:17][CH:14]([CH:15]=[CH:16]1)[CH2:13][CH:12]2[C:18]([O:20][C:21]([CH3:24])([CH3:23])[CH3:22])=[O:19].[CH:25]12[CH2:31][CH:28]([CH:29]=[CH:30]1)[CH2:27][CH:26]2[C:32]([O:34][CH2:35][CH2:36][CH2:37][OH:38])=[O:33].N(C(C)(C)C#N)=NC(C)(C)C#N>O1CCCC1>[CH2:1]([C:4]1[C:5]([NH:7][C:8](=[O:10])[CH:9]=1)=[O:6])[CH2:2][CH3:3].[CH:11]12[CH2:17][CH:14]([CH:15]=[CH:16]1)[CH2:13][CH:12]2[C:18]([O:20][C:21]([CH3:24])([CH3:23])[CH3:22])=[O:19].[CH:25]12[CH2:31][CH:28]([CH:29]=[CH:30]1)[CH2:27][CH:26]2[C:32]([O:34][CH2:35][CH2:36][CH2:37][OH:38])=[O:33] |f:5.6.7|. Reported procedure: Propyl maleimide (1 mol.), t-butyl 5-norbornene-2-carboxylate (0.5 mol.), and 3-hydroxypropyl 5-norbornene-2-carboxylate (0.5 mol.) were dissolved in 50 g to 300 g of tetrahydrofuran (THF), 2 g to 15 g of 2,2′-azobisisobutyronitrile (AIBN) were added thereto, then the resultant solution was reacted at a temperature of 60° C. to 70° C. in a nitrogen atmosphere for 10 hours. After a high molecular weight was achieved by the reaction, the resultant product was precipitated in an ethyl ether or hexa...